From a dataset of the Open Reaction Database (ORD), a public repository of structured organic reaction records. describe an organic reaction: reactants, conditions, products, and yield Starting materials: OC1C=C(C(C1)=O)CCCCCCC(=O)O (4-hydroxy-2-(6-carboxyhexyl)cyclopent-2-en-1-one), OCCCCOC1C=C(C(C1)=O)CCCCCCC(=O)O (4-(4-hydroxybutoxy)-2-(6-carboxyhexyl)cyclopent-2-en-1-one), O1C(CCCC1)OC1C=C(C(C1)=O)CCCCCC(C1OCCCC1)C(=O)O (4-tetrahydropyranyloxy-2-(6-tetrahydropyranylcarboxyhexyl)cyclopent-2-en-1-one), O1CCCC=C1 (dihydropyran), O.C1(=CC=C(C=C1)S(=O)(=O)O)C (p-toluenesulfonic acid monohydrate). Run in C(Cl)Cl (methylene chloride). The product is O1C(CCCC1)OCCCCOC1C=C(C(C1)=O)CCCCCC(C1OCCCC1)C(=O)O (4-(4-tetrahydropyranyloxybutoxy)-2-(6-tetrahydropyranylcarboxyhexyl)cyclopent-2-en-1-one). RXN SMILES: OC1CC(=O)C(CC[CH2:10][CH2:11][CH2:12][CH2:13][C:14]([OH:16])=[O:15])=C1.OCCCCOC1CC(=O)C(CCCCCCC(O)=O)=C1.O1C[CH2:42][CH2:41][CH2:40][CH:39]1[O:44][CH:45]1[CH2:49][C:48](=[O:50])[C:47]([CH2:51][CH2:52][CH2:53][CH2:54][CH2:55][CH:56]([C:63]([OH:65])=[O:64])[CH:57]2[CH2:62][CH2:61][CH2:60][CH2:59][O:58]2)=[CH:46]1.O1C=CCCC1.O.C1(C)C=CC(S(O)(=O)=O)=CC=1>C(Cl)Cl>[O:15]1[CH2:10][CH2:11][CH2:12][CH2:13][CH:14]1[O:16][CH2:42][CH2:41][CH2:40][CH2:39][O:44][CH:45]1[CH2:49][C:48](=[O:50])[C:47]([CH2:51][CH2:52][CH2:53][CH2:54][CH2:55][CH:56]([C:63]([OH:65])=[O:64])[CH:57]2[CH2:62][CH2:61][CH2:60][CH2:59][O:58]2)=[CH:46]1 |f:4.5|. Procedure: In the manner of Example 147 the mixture of 4-hydroxy-2-(6-carboxyhexyl)cyclopent-2-en-1-one and 4-(4-hydroxybutoxy)-2-(6-carboxyhexyl)cyclopent-2-en-1-one (Example 268) is converted to a mixture of the subject compound and 4-tetrahydropyranyloxy-2-(6-tetrahydropyranylcarboxyhexyl)cyclopent-2-en-1-one with dihydropyran and p-toluenesulfonic acid monohydrate in methylene chloride. Reactants: Cc1c(C(=O)O)c(C(F)(F)F)nn1C, O=S(Cl)Cl. The product is Cc1c(C(=O)Cl)c(C(F)(F)F)nn1C. As a reaction SMILES: [CH3:1][n:2]1[n:3][c:4]([C:11]([F:12])([F:13])[F:14])[c:5]([C:8](=[O:9])[OH:10])[c:6]1[CH3:7].[S:15]([Cl:16])([Cl:17])=[O:18]>>[CH3:1][n:2]1[n:3][c:4]([C:11]([F:12])([F:13])[F:14])[c:5]([C:8](=[O:9])[Cl:17])[c:6]1[CH3:7]. Reactants: ClC1=NC(=CC2=C(C=CC=C12)Cl)OCCOC (1,5-dichloro-3-(2-methoxyethoxy)isoquinoline), [F-].[Cs+] (CsF). Run in CS(=O)C (DMSO). Conditions: temperature 140 celsius. Product: ClC1=C2C=C(N=C(C2=CC=C1)F)OCCOC (5-chloro-1-fluoro-3-(2-methoxyethoxy)isoquinoline). As a reaction SMILES: Cl[C:2]1[C:11]2[C:6](=[C:7]([Cl:12])[CH:8]=[CH:9][CH:10]=2)[CH:5]=[C:4]([O:13][CH2:14][CH2:15][O:16][CH3:17])[N:3]=1.[F-:18].[Cs+]>CS(C)=O>[Cl:12][C:7]1[CH:8]=[CH:9][CH:10]=[C:11]2[C:6]=1[CH:5]=[C:4]([O:13][CH2:14][CH2:15][O:16][CH3:17])[N:3]=[C:2]2[F:18] |f:1.2|. Procedure details: To a solution of 1,5-dichloro-3-(2-methoxyethoxy)isoquinoline (578 mg, 2.124 mmol) in DMSO (5 mL) was added CsF (323 mg, 2.124 mmol) and heated to 140° C. for 2 hrs. LC/MS showed the desired product. The reaction was diluted with ethyl acteate and washed with water, and brine. The organic phase was collected, dried over MgSO4, and concentrated under vacuum to give the crude product as a reddish brown solid. Crude product purified via biotage (90 g column, 5-50% EtAOc:Hex) to give the product 5-c... Reactants: [C@@H]1(C[C@H](O)[C@@H](CO)O1)N1C(=O)N=C(N)C=C1 (deoxycytidine), transaminated product, NCCCCN (1,4-diaminobutane), NC=1C=C(C(=O)O)C=CC1 (3-aminobenzoic acid), nucleoside, [C@@H]1(C[C@H](O)[C@@H](CO)O1)N1C(=O)NC(=O)C=C1 (deoxyuridine), NCCCC (1-aminobutane), [C@@H]1(C[C@H](O)[C@@H](CO)O1)N1C(=O)N=C(N)C=C1 (deoxycytidine), S([O-])(O)=O.[Na+] (sodium bisulfite), amine, C(=O)(O)CCCNC1=NC(N([C@H]2C[C@H](O)[C@@H](CO)O2)C=C1)=O (N4 -(3-carboxypropyl)deoxycytidine), NCCCC(=O)O (4-aminobutyric acid). Product: C(=O)(O)C=1C=C(C=CC1)NC1=NC(N([C@H]2C[C@H](O)[C@@H](CO)O2)C=C1)=O (N4 -(3-carboxyphenyl)deoxycytidine). As a reaction SMILES: [C@@H:1]1([N:9]2[CH:16]=[CH:15][C:13]([NH2:14])=[N:12][C:10]2=[O:11])[O:8][C@H:5]([CH2:6][OH:7])[C@@H:3]([OH:4])[CH2:2]1.S(=O)(O)[O-].[Na+].NCCCC(O)=O.C(CCCNC1C=CN([C@@H]2O[C@H](CO)[C@@H](O)C2)C(=O)N=1)(O)=O.[C@@H]1(N2C=CC(=O)NC2=O)O[C@H](CO)[C@@H](O)C1.NCCCCN.NCCCC.N[C:79]1[CH:80]=[C:81]([CH:85]=[CH:86][CH:87]=1)[C:82]([OH:84])=[O:83]>>[C:82]([C:81]1[CH:80]=[C:79]([NH:14][C:13]2[CH:15]=[CH:16][N:9]([C@@H:1]3[O:8][C@H:5]([CH2:6][OH:7])[C@@H:3]([OH:4])[CH2:2]3)[C:10](=[O:11])[N:12]=2)[CH:87]=[CH:86][CH:85]=1)([OH:84])=[O:83] |f:1.2|. Reported procedure: Efficient transamination of deoxycytidine is shown to have occurred when the reaction was carried out in the presence of 1M sodium bisulfite and 3M amine at pH 7.2 at a temperature of 48° C. While these conditions can be varied, it is noted that under the conditions used, the nucleoside was converted to 90% or greater of the transaminated product as determined by HPLC analysis. For example, transamination by 4-aminobutyric acid gave 93% of N4 -(3-carboxypropyl)deoxycytidine, 6% deoxyuridine and ... Starting materials: S(=O)(Cl)Cl (thionyl chloride), C(C)N1C2=CC=CC=C2SC=2C=C(C=CC12)CO (10-ethyl-3-hydroxymethylphenothiazine), CN(C)C=O (DMF). The solvent is C(Cl)Cl (methylene chloride). Conditions: time 1 hour. The product is ClCC=1C=CC=2N(C3=CC=CC=C3SC2C1)CC (3-chloromethyl-10-ethylphenothiazine). The yield is 95.7%. As a reaction SMILES: S(Cl)([Cl:3])=O.[CH2:5]([N:7]1[C:20]2[CH:19]=[CH:18][C:17]([CH2:21]O)=[CH:16][C:15]=2[S:14][C:13]2[C:8]1=[CH:9][CH:10]=[CH:11][CH:12]=2)[CH3:6].CN(C=O)C>C(Cl)Cl>[Cl:3][CH2:21][C:17]1[CH:18]=[CH:19][C:20]2[N:7]([CH2:5][CH3:6])[C:8]3[C:13]([S:14][C:15]=2[CH:16]=1)=[CH:12][CH:11]=[CH:10][CH:9]=3. Procedure details: In an atmosphere of argon, thionyl chloride (0.65 ml, 8.86 mmol) was added at 0° C. to a mixture of 10-ethyl-3-hydroxymethylphenothiazine (1.14 g, 4.43 mmol), DMF (0.1 ml) and methylene chloride (12 ml), and the mixture was stirred for 1 hour and then at room temperature for 1 hour. The reaction mixture was concentrated under a reduced pressure, and chloroform and a saturated sodium bicarbonate aqueous solution (each 20 ml) were added to the residue in that order. The reaction product was extrac... Starting materials: O=C([O-])O, O=C(O)CN(CCN(CC(=O)O)CC(=O)O)CC(=O)O, CC(C)=O, CSCC1CCC(C(=O)O)CC1, [Na+], [Na+], [OH-]. The product is CS(=O)(=O)CC1CCC(C(=O)O)CC1. Reaction SMILES: [C:13]([O-:14])(=[O:15])[OH:16].[CH2:24]([N:25]([CH2:26][C:27]([OH:28])=[O:29])[CH2:30][C:31]([OH:32])=[O:33])[CH2:34][N:35]([CH2:36][C:37]([OH:38])=[O:39])[CH2:40][C:41]([OH:42])=[O:43].[CH3:18][C:19](=[O:20])[CH3:21].[CH3:1][S:2][CH2:3][CH:4]1[CH2:5][CH2:6][CH:7]([C:10](=[O:11])[OH:12])[CH2:8][CH2:9]1.[Na+:17].[Na+:23].[OH-:22]>>[CH3:1][S:2]([CH2:3][CH:4]1[CH2:5][CH2:6][CH:7]([C:10](=[O:11])[OH:12])[CH2:8][CH2:9]1)(=[O:14])=[O:22]. Reactants: [OH-].[Na+] (sodium hydroxide), COC1=CC2=C(N=C(S2)N)C=C1 (6-Methoxy-1,3-benzothiazole-2-amine), [I-].[Na+] (sodium iodide), [I-].[Na+] (Sodium iodide), Cl (hydrochloric acid). Run in O (water), C(C)(=O)O.Br (hydrogen bromide acetic acid). Yields the product NC=1SC2=C(N1)C=CC(=C2)O (2-amino-1,3-benzothiazol-6-ol). Yield: 71.8%. RXN SMILES: C[O:2][C:3]1[CH:12]=[CH:11][C:6]2[N:7]=[C:8]([NH2:10])[S:9][C:5]=2[CH:4]=1.[I-].[Na+].[OH-].[Na+].Cl>C(O)(=O)C.Br.O>[NH2:10][C:8]1[S:9][C:5]2[CH:4]=[C:3]([OH:2])[CH:12]=[CH:11][C:6]=2[N:7]=1 |f:1.2,3.4,6.7|. Reported procedure: 6-Methoxy-1,3-benzothiazole-2-amine (10.4 g, 57.8 mmol) was dissolved in 25% hydrogen bromide acetic acid solution (80 mL), water (40 mL) was added and the mixture was heated under reflux for 16 hr. To the reaction mixture was added sodium iodide (10.4 g, 69.4 mmol) and the mixture was heated under reflux for 12 hr. Sodium iodide (15.2 g, 101 mmol) was added and the mixture was heated under reflux for 16 hr. The reaction mixture was cooled to room temperature, and added to 8N aqueous sodium hydr...